This data is from the Open Reaction Database (ORD), a public repository of structured organic reaction records. The task is: describe an organic reaction: reactants, conditions, products, and yield Starting materials: BrC1=CC(NC=C1)=O (4-bromopyridin-2(1H)-one), BrC(C(=O)OC(C)(C)C)CC (tert-butyl 2-bromobutanoate). Yields the product BrC1=CC(N(C=C1)C(C(=O)OC(C)(C)C)CC)=O (tert-Butyl 2-(4-bromo-2-oxopyridin-1(2H)-yl)butanoate). RXN SMILES: [Br:1][C:2]1[CH:7]=[CH:6][NH:5][C:4](=[O:8])[CH:3]=1.Br[CH:10]([CH2:18][CH3:19])[C:11]([O:13][C:14]([CH3:17])([CH3:16])[CH3:15])=[O:12]>>[Br:1][C:2]1[CH:7]=[CH:6][N:5]([CH:10]([CH2:18][CH3:19])[C:11]([O:13][C:14]([CH3:17])([CH3:16])[CH3:15])=[O:12])[C:4](=[O:8])[CH:3]=1. Procedure: 348 mg (2.0 mmol) of 4-bromopyridin-2(1H)-one and 1.2 eq. of tert-butyl 2-bromobutanoate (racemate) were reacted according to General Method 4B at 120° C. After aqueous work-up, the desired product was reacted further as crude product. Yield: 608 mg (purity 82%, 79% of theory) Starting materials: C(\C=C\C(=O)O)(=O)O (fumaric acid), C([O-])([O-])=O.[K+].[K+] (potassium carbonate), COC1=C(C=CC=C1)N1CCC(CC1)CN (1-[(2-methoxyphenyl)piperid-4-yl]methylamine). Solvent: C(C)O (ethanol), C(C)O (ethanol), C(C)#N (acetonitrile). Conditions: time 90 hour. The product is O.C(\C=C\C(=O)O)(=O)O.O1[C@H](COC2=C1C1=C(C=C2)OC=C1)CNCC1CCN(CC1)C1=C(C=CC=C1)OC ((S)-N-(2,3-dihydrofuro[3,2-f]-1,4-benzodioxin-2-ylmethyl)-1-[1-(2-methoxyphenyl)piperid-4-yl]methylamine monofumarate monohydrate). The yield is 187.0%. RXN SMILES: [C:1](=[O:4])([O-])[O-:2].[K+].[K+].[CH3:7][O:8][C:9]1[CH:14]=[CH:13][CH:12]=[CH:11][C:10]=1[N:15]1[CH2:20][CH2:19][CH:18]([CH2:21][NH2:22])[CH2:17][CH2:16]1.[C:23]([OH:30])(=[O:29])/[CH:24]=[CH:25]/[C:26]([OH:28])=[O:27]>C(#N)C.C(O)C>[OH2:2].[C:23]([OH:30])(=[O:29])/[CH:24]=[CH:25]/[C:26]([OH:28])=[O:27].[O:28]1[C:26]2[C:25]3[CH:24]=[CH:23][O:30][C:10]=3[CH:9]=[CH:14][C:1]=2[O:4][CH2:11][C@@H:12]1[CH2:13][NH:22][CH2:21][CH:18]1[CH2:19][CH2:20][N:15]([C:10]2[CH:11]=[CH:12][CH:13]=[CH:14][C:9]=2[O:8][CH3:7])[CH2:16][CH2:17]1 |f:0.1.2,7.8.9|. Procedure: A mixture of the product from the previous reaction (2.80 g), potassium carbonate (10.0 g) and 1-[(2-methoxyphenyl)piperid-4-yl]methylamine (1.88 g) in dry acetonitrile (100 ml) was heated under reflux with stirring for 90 hours. The cooled mixture was filtered and the filtrate evaporated under reduced pressure to leave a pale-yellow oil. Purification by flash column chromatography on silica eluting with a 19:1 mixture of dichloromethane and methanol gave a pale-yellow oil which was then dissolv... Solvent: CC(=O)C (acetone). Procedure details: A stirred mixture of 0.87 g (0.0034 mole) of 1-(2,4-difluoro-5-hydroxyphenyl)-1,4-dihydro-4-propyl-5H-tetrazol-5-one, 0.7 g (0.0051 mole) of potassium carbonate, and 1.2 g (0.007 mole) of 2-iodopropane in 40 mL of acetone was heated at reflux for approximately 18 hours. The mixture was cooled, filtered, and the solvent evaporated under reduced pressure to leave an oil. The oil was purified by filtration through a small amount of silica gel followed by crystallization from heptane to yield 0.38 g... As a reaction SMILES: [F:1][C:2]1[CH:7]=[C:6]([F:8])[C:5]([OH:9])=[CH:4][C:3]=1[N:10]1[C:14](=[O:15])[N:13]([CH2:16][CH2:17][CH3:18])[N:12]=[N:11]1.C(=O)([O-])[O-].[K+].[K+].I[CH:26]([CH3:28])[CH3:27]>CC(C)=O>[F:1][C:2]1[CH:7]=[C:6]([F:8])[C:5]([O:9][CH:26]([CH3:28])[CH3:27])=[CH:4][C:3]=1[N:10]1[C:14](=[O:15])[N:13]([CH2:16][CH2:17][CH3:18])[N:12]=[N:11]1 |f:1.2.3|. Yields the product FC1=C(C=C(C(=C1)F)OC(C)C)N1N=NN(C1=O)CCC (1-[2,4-difluoro-5-(1-methylethoxy)phenyl]-1,4-dihydro-4-propyl-5H-tetrazol-5-one). Isolated yield 37.5%. The reactants are FC1=C(C=C(C(=C1)F)O)N1N=NN(C1=O)CCC (1-(2,4-difluoro-5-hydroxyphenyl)-1,4-dihydro-4-propyl-5H-tetrazol-5-one), C([O-])([O-])=O.[K+].[K+] (potassium carbonate), IC(C)C (2-iodopropane). Starting materials: ClS(=O)(=O)O (Chlorosulfonic acid), ClC1=NC=CC=C1C(=O)C=1NC=CC1 ((2-chloro-pyridin-3-yl)-(1H-pyrrol-2-yl)-methanone), ice water. Run at temperature 0 celsius, time 24 hour. Product: ClC1=NC=CC=C1C(=O)C1=CC(=CN1)S(=O)(=O)Cl (5-(2-chloro-pyridine-3-carbonyl)-1H-pyrrole-3-sulfonyl chloride). The yield is 95.0%. RXN SMILES: [Cl:1][S:2]([OH:5])(=O)=[O:3].[Cl:6][C:7]1[C:12]([C:13]([C:15]2[NH:16][CH:17]=[CH:18][CH:19]=2)=[O:14])=[CH:11][CH:10]=[CH:9][N:8]=1>>[Cl:6][C:7]1[C:12]([C:13]([C:15]2[NH:16][CH:17]=[C:18]([S:2]([Cl:1])(=[O:5])=[O:3])[CH:19]=2)=[O:14])=[CH:11][CH:10]=[CH:9][N:8]=1. Reported procedure: Chlorosulfonic acid (6.6 mL, 100 mL) was added dropwise to (2-chloro-pyridin-3-yl)-(1H-pyrrol-2-yl)-methanone (from Example 2, 2.06 g, 10 mmol) at 0° C. After stirring at 0° C. for 24 hours, the reaction was poured slowly into ice water. The precipitate was collected by vacuum filtration, washed with water and dried to give 2.9 g (95%) of 5-(2-chloro-pyridine-3-carbonyl)-1H-pyrrole-3-sulfonyl chloride as a white solid. Starting materials: C(C(C)C)NC(=S)NC1=CC(=CC=C1)N (1-isobutyl-3-(m-aminophenyl)thiourea), ClC1=CC=C(C=C1)N=C=O (p-chlorophenyl isocyanate). The solvent is C(Cl)(Cl)Cl (chloroform), C(Cl)(Cl)Cl (chloroform). The product is ClC1=CC=C(C=C1)NC(NC1=CC(=CC=C1)NC(=S)NCC(C)C)=O (1-(3-p-chlorophenylureido)-3-(3-isobutylthioureido)-benzene). Reaction SMILES: [Cl:1][C:2]1[CH:7]=[CH:6][C:5]([N:8]=[C:9]=[O:10])=[CH:4][CH:3]=1.[CH2:11]([NH:15][C:16]([NH:18][C:19]1[CH:24]=[CH:23][CH:22]=[C:21]([NH2:25])[CH:20]=1)=[S:17])[CH:12]([CH3:14])[CH3:13]>C(Cl)(Cl)Cl>[Cl:1][C:2]1[CH:7]=[CH:6][C:5]([NH:8][C:9](=[O:10])[NH:25][C:21]2[CH:22]=[CH:23][CH:24]=[C:19]([NH:18][C:16]([NH:15][CH2:11][CH:12]([CH3:14])[CH3:13])=[S:17])[CH:20]=2)=[CH:4][CH:3]=1. Procedure: A solution of freshly distilled p-chlorophenyl isocyanate (1.38 g.) in 10 ml. chloroform is added at room temperature in one portion to a solution of 1-isobutyl-3-(m-aminophenyl)thiourea (2.0 g.) in chloroform (30 ml.). The product precipitates rapidly and is filtered off after several hours. The filter cake is washed with chloroform and dried to give 1-(3-p-chlorophenylureido)-3-(3-isobutylthioureido)-benzene, m.p. 195°-196° C. The reactants are [Br-], [Br-], CCO, CCOC(=O)c1cc(C)cn1Cc1cc(Cl)ccc1[N+](=O)[O-], [Zn+2]. Product: CCOC(=O)c1cc(C)cn1Cc1cc(Cl)ccc1N. RXN SMILES: [Br-:23].[Br-:24].[CH3:26][CH2:27][OH:28].[Cl:1][c:2]1[cH:3][cH:4][c:5]([N+:20]([O-:21])=[O:22])[c:6]([CH2:7][n:8]2[c:9]([C:14](=[O:15])[O:16][CH2:17][CH3:18])[cH:10][c:11]([CH3:13])[cH:12]2)[cH:19]1.[Zn+2:25]>>[Cl:1][c:2]1[cH:3][cH:4][c:5]([NH2:20])[c:6]([CH2:7][n:8]2[c:9]([C:14](=[O:15])[O:16][CH2:17][CH3:18])[cH:10][c:11]([CH3:13])[cH:12]2)[cH:19]1.